Dataset: the Open Reaction Database (ORD), a public repository of structured organic reaction records. Task: describe an organic reaction: reactants, conditions, products, and yield The reactants are CCOC(C)=O, [H-], [Na+], CN(C)C=O, CC(C)(C)OC(=O)N1CCC(O)C1, Cc1ccc(S(=O)(=O)OCCF)cc1. The product is CC(C)(C)OC(=O)N1CCC(OCCF)C1. Reaction SMILES: [CH3:35][CH2:36][O:37][C:38](=[O:39])[CH3:40].[H-:1].[Na+:2].[O:3]=[CH:4][N:5]([CH3:6])[CH3:7].[OH:8][CH:9]1[CH2:10][N:11]([C:14](=[O:15])[O:16][C:17]([CH3:18])([CH3:19])[CH3:20])[CH2:12][CH2:13]1.[c:21]1([CH3:22])[cH:23][cH:24][c:25]([S:26]([O:27][CH2:31][CH2:32][F:33])(=[O:28])=[O:29])[cH:30][cH:34]1>>[O:8]([CH:9]1[CH2:10][N:11]([C:14](=[O:15])[O:16][C:17]([CH3:18])([CH3:19])[CH3:20])[CH2:12][CH2:13]1)[CH2:31][CH2:32][F:33].